From a dataset of the Open Reaction Database (ORD), a public repository of structured organic reaction records. describe an organic reaction: reactants, conditions, products, and yield The reactants are solid, BrC1=CC(=CC=2C=C3N(C12)CCNC3=O)C#N (6-bromo-1-oxo-1,2,3,4-tetrahydro-pyrazino[1,2-a]indole-8-carbonitrile), BrC1=CC(=CC=2C=C3N(C12)CCNC3=O)C#N (6-bromo-1-oxo-1,2,3,4-tetrahydro-pyrazino[1,2-a]indole-8-carbonitrile), N1=CC(=CC=C1)B(O)O (pyridin-3-ylboronic acid). The product is O=C1NCCN2C1=CC=1C=C(C=C(C21)C=2C=NC=CC2)C#N (1-Oxo-6-pyridin-3-yl-3,4-dihydro-2H-pyrazino[1,2-a]indole-8-carbonitrile). Reaction SMILES: Br[C:2]1[C:10]2[N:9]3[CH2:11][CH2:12][NH:13][C:14](=[O:15])[C:8]3=[CH:7][C:6]=2[CH:5]=[C:4]([C:16]#[N:17])[CH:3]=1.[N:18]1[CH:23]=[CH:22][CH:21]=[C:20](B(O)O)[CH:19]=1>>[O:15]=[C:14]1[C:8]2=[CH:7][C:6]3[CH:5]=[C:4]([C:16]#[N:17])[CH:3]=[C:2]([C:20]4[CH:19]=[N:18][CH:23]=[CH:22][CH:21]=4)[C:10]=3[N:9]2[CH2:11][CH2:12][NH:13]1. Reported procedure: The title compound, off-white solid (50 mg, 69%), MS (ISN) m/z=289.4 [(M+H)+], mp 272.5° C., was prepared in accordance with the general method of example 1 from 6-bromo-1-oxo-1,2,3,4-tetrahydro-pyrazino[1,2-a]indole-8-carbonitrile (intermediate 15) (72.5 mg, 0.25 mmol) and commercially available pyridin-3-ylboronic acid (39.9 mg, 0.325 mmol). Starting materials: O=C([O-])O, ClC(Cl)Cl, [Cl-], Cl, CCCc1nc2c(N)nc3cc(-c4cccnc4)ccc3c2n1CCCCNC(=O)OC(C)(C)C, [Na+], [Na+], [Na+], [Na+], [Na+], O=C([O-])[O-], [OH-]. Product: CCCc1nc2c(N)nc3cc(-c4cccnc4)ccc3c2n1CCCCN. RXN SMILES: [C:38](=[O:39])([OH:40])[O-:41].[CH:52]([Cl:53])([Cl:54])[Cl:55].[Cl-:50].[ClH:51].[NH2:1][c:2]1[n:3][c:4]2[cH:5][c:6](-[c:30]3[cH:31][n:32][cH:33][cH:34][cH:35]3)[cH:7][cH:8][c:9]2[c:10]2[c:11]1[n:12][c:13]([CH2:27][CH2:28][CH3:29])[n:14]2[CH2:15][CH2:16][CH2:17][CH2:18][NH:19][C:20](=[O:21])[O:22][C:23]([CH3:24])([CH3:25])[CH3:26].[Na+:37].[Na+:42].[Na+:43].[Na+:44].[Na+:49].[O-:45][C:46](=[O:47])[O-:48].[OH-:36]>>[NH2:1][c:2]1[n:3][c:4]2[cH:5][c:6](-[c:30]3[cH:31][n:32][cH:33][cH:34][cH:35]3)[cH:7][cH:8][c:9]2[c:10]2[c:11]1[n:12][c:13]([CH2:27][CH2:28][CH3:29])[n:14]2[CH2:15][CH2:16][CH2:17][CH2:18][NH2:19]. Starting materials: CCNC(=O)Nc1cc(-c2cncc(F)c2)c(Br)cn1, O=C([O-])[O-], CCOC(=O)c1cncc(B2OC(C)(C)C(C)(C)O2)c1, [Cs+], [Cs+]. Yields the product CCNC(=O)Nc1cc(-c2cncc(F)c2)c(-c2cncc(C(=O)OCC)c2)cn1. Reaction SMILES: [Br:1][c:2]1[c:3](-[c:14]2[cH:15][n:16][cH:17][c:18]([F:20])[cH:19]2)[cH:4][c:5]([NH:8][C:9](=[O:10])[NH:11][CH2:12][CH3:13])[n:6][cH:7]1.[C:41](=[O:42])([O-:43])[O-:44].[CH3:21][C:22]1([CH3:23])[C:24]([CH3:25])([CH3:26])[O:27][B:28]([c:29]2[cH:30][n:31][cH:32][c:33]([C:34](=[O:35])[O:36][CH2:37][CH3:38])[cH:39]2)[O:40]1.[Cs+:45].[Cs+:46]>>[c:2]1(-[c:29]2[cH:30][n:31][cH:32][c:33]([C:34](=[O:35])[O:36][CH2:37][CH3:38])[cH:39]2)[c:3](-[c:14]2[cH:15][n:16][cH:17][c:18]([F:20])[cH:19]2)[cH:4][c:5]([NH:8][C:9](=[O:10])[NH:11][CH2:12][CH3:13])[n:6][cH:7]1. The reactants are Brc1ccccc1-c1ccccc1, C1CCOC1, [Li]CCCC, CCOCC, O=S(=O)(Cl)Cl. Yields the product O=S(=O)(Cl)c1ccccc1-c1ccccc1. Reaction SMILES: [Br:1][c:2]1[c:3](-[c:8]2[cH:9][cH:10][cH:11][cH:12][cH:13]2)[cH:4][cH:5][cH:6][cH:7]1.[CH2:24]1[O:25][CH2:26][CH2:27][CH2:28]1.[CH3:14][CH2:15][CH2:16][CH2:17][Li:18].[CH3:29][CH2:30][O:31][CH2:32][CH3:33].[S:19](=[O:20])(=[O:21])([Cl:22])[Cl:23]>>[c:2]1([S:19](=[O:20])(=[O:21])[Cl:22])[c:3](-[c:8]2[cH:9][cH:10][cH:11][cH:12][cH:13]2)[cH:4][cH:5][cH:6][cH:7]1. Reactants: CC1=C(C(=CC=C1)C)C1=CC(=CC=C1)CNC1=CC=C(C=N1)CCC(=O)OC (methyl 3-(6-{[(2′,6′-dimethylbiphenyl-3-yl)methyl]amino}pyridin-3-yl)propanoate), Cl (hydrochloric acid), [OH-].[Na+] (sodium hydroxide), O (Water). Solvent: CO (methanol), O1CCCC1 (tetrahydrofuran). Reaction conditions: time 16 hour. Yields the product CC1=C(C(=CC=C1)C)C1=CC(=CC=C1)CNC1=CC=C(C=N1)CCC(=O)O (3-(6-{[(2′,6′-dimethylbiphenyl-3-yl)methyl]amino}pyridin-3-yl)propanoic acid). Isolated yield 10.5%. RXN SMILES: [CH3:1][C:2]1[CH:7]=[CH:6][CH:5]=[C:4]([CH3:8])[C:3]=1[C:9]1[CH:14]=[CH:13][CH:12]=[C:11]([CH2:15][NH:16][C:17]2[N:22]=[CH:21][C:20]([CH2:23][CH2:24][C:25]([O:27]C)=[O:26])=[CH:19][CH:18]=2)[CH:10]=1.[OH-].[Na+].O.Cl>CO.O1CCCC1>[CH3:8][C:4]1[CH:5]=[CH:6][CH:7]=[C:2]([CH3:1])[C:3]=1[C:9]1[CH:14]=[CH:13][CH:12]=[C:11]([CH2:15][NH:16][C:17]2[N:22]=[CH:21][C:20]([CH2:23][CH2:24][C:25]([OH:27])=[O:26])=[CH:19][CH:18]=2)[CH:10]=1 |f:1.2|. Procedure: To a solution of methyl 3-(6-{[(2′,6′-dimethylbiphenyl-3-yl)methyl]amino}pyridin-3-yl)propanoate (0.170 g, 0.45 mmol) in a mixture of methanol (3 mL) and tetrahydrofuran (5 mL) was added 1 M aqueous sodium hydroxide solution (1 mL), and the mixture was stirred at room temperature for 16 hr. Water was added to the reaction mixture, and the mixture was neutralized with 1 M hydrochloric acid and extracted with ethyl acetate. The extract was washed with saturated brine, dried over anhydrous magnesiu... As a reaction SMILES: [CH3:1][S:2]([Cl:5])(=[O:4])=[O:3].[N:6]1[CH:11]=[CH:10][CH:9]=[CH:8][CH:7]=1>>[CH3:1][S:2]([Cl:5])(=[O:4])=[O:3].[N:6]1[CH:11]=[CH:10][CH:9]=[CH:8][CH:7]=1 |f:2.3|. Procedure: Adapting literature known protocols (Jordan, et al., Bioorg. Med. Chem., 2002, 10(8), 2625-2633; Abela Medici, et al, J. Chem. Soc., Perkin Trans. 1, 1997, (20), 2258-2263; Springer, et al., J. Med. Chem., 1990, 33(2), 677-681; Larden and Cheung, Tetrahedron Lett., 1996, 37(42), 7581-7582), a solution of methanesulfonyl chloride (MsCl) (20.0 mmol) in anhydrous pyridine (about 10 mL) is drop-wise added with stirring and at a temperature of about 0° C. (ice bath) to a solution of the corresponding... The reactants are CS(=O)(=O)Cl (methanesulfonyl chloride), N1=CC=CC=C1 (pyridine), N,N-bis(2-hydroxyethyl), N1=CC=CC=C1 (pyridine). Yields the product CS(=O)(=O)Cl.N1=CC=CC=C1 (Methanesulfonyl Chloride Pyridine). Conditions: temperature 75 celsius, time 30 minute. The reactants are IC (Iodomethane), [H-].[Na+] (sodium hydride), OC1=C(C(=O)OC)C=CC(=C1)OC1CCN(CC1)C(=O)OC(C)(C)C (Methyl 2-hydroxy-4-(1-Boc-4-piperidyloxy)benzoate), IC (iodomethane), IC (iodomethane), [H-].[Na+] (sodium hydride), [H-].[Na+] (Sodium hydride), suspension, IC (iodomethane). The solvent is C1CCOC1 (THF), C(C)(=O)OCC (ethyl acetate). Product: COC1=C(C(=O)OC)C=CC(=C1)OC1CCN(CC1)C(=O)OC(C)(C)C (methyl 2-methoxy-4-(1-Boc-4-piperidyloxy)-benzoate). As a reaction SMILES: [OH:1][C:2]1[CH:11]=[C:10]([O:12][CH:13]2[CH2:18][CH2:17][N:16]([C:19]([O:21][C:22]([CH3:25])([CH3:24])[CH3:23])=[O:20])[CH2:15][CH2:14]2)[CH:9]=[CH:8][C:3]=1[C:4]([O:6][CH3:7])=[O:5].[H-].[Na+].I[CH3:29]>C1COCC1.C(OCC)(=O)C>[CH3:29][O:1][C:2]1[CH:11]=[C:10]([O:12][CH:13]2[CH2:18][CH2:17][N:16]([C:19]([O:21][C:22]([CH3:25])([CH3:24])[CH3:23])=[O:20])[CH2:15][CH2:14]2)[CH:9]=[CH:8][C:3]=1[C:4]([O:6][CH3:7])=[O:5] |f:1.2|. Procedure details: Methyl 2-hydroxy-4-(1-Boc-4-piperidyloxy)benzoate (6.7 g, 19.1 mmol) was dissolved in THF (20 ml) and stirred in an ice bath under nitrogen. Sodium hydride (1.17g of a 60% suspension in mineral oil, 29.5 mmol) was added and the mixture was stirred for 15 min in the cold, then for 15 min at ambient temperature. Iodomethane (2.4 ml, 5.47 g, 38.1 mmol) was added and the mixture was allowed to stir at ambient temperature under nitrogen for 72 hours. An additional 0.51 g of 60% sodium hydride suspens... Reactants: CCc1nc2c(cnn2CC)c(NC2CCOCC2)c1CNC(=O)c1cccc(C(=O)NCc2ccc(C#N)c(-c3cccc(C=O)c3)c2)c1, CC(=O)O[BH-](OC(C)=O)OC(C)=O, CC(=O)O, CC(C)(C)OC(=O)N1CC2CC1CN2, ClCCl, [Na+]. The product is CCc1nc2c(cnn2CC)c(NC2CCOCC2)c1CNC(=O)c1cccc(C(=O)NCc2ccc(C#N)c(-c3cccc(CN4CC5CC4CN5)c3)c2)c1. RXN SMILES: [C:1](#[N:2])[c:3]1[cH:4][cH:5][c:6]([CH2:17][NH:18][C:19](=[O:20])[c:21]2[cH:22][c:23]([C:27](=[O:28])[NH:29][CH2:30][c:31]3[c:32]([NH:44][CH:45]4[CH2:46][CH2:47][O:48][CH2:49][CH2:50]4)[c:33]4[c:34]([n:35][c:36]3[CH2:37][CH3:38])[n:39]([CH2:42][CH3:43])[n:40][cH:41]4)[cH:24][cH:25][cH:26]2)[cH:7][c:8]1-[c:9]1[cH:10][c:11]([CH:15]=[O:16])[cH:12][cH:13][cH:14]1.[C:65]([O:66][BH-:67]([O:68][C:69](=[O:70])[CH3:71])[O:72][C:73](=[O:74])[CH3:75])(=[O:76])[CH3:77].[C:79]([OH:80])(=[O:81])[CH3:82].[CH:51]12[N:52]([C:58]([O:59][C:60]([CH3:61])([CH3:62])[CH3:63])=[O:64])[CH2:53][CH:54]([NH:55][CH2:56]1)[CH2:57]2.[Cl:83][CH2:84][Cl:85].[Na+:78]>>[C:1](#[N:2])[c:3]1[cH:4][cH:5][c:6]([CH2:17][NH:18][C:19](=[O:20])[c:21]2[cH:22][c:23]([C:27](=[O:28])[NH:29][CH2:30][c:31]3[c:32]([NH:44][CH:45]4[CH2:46][CH2:47][O:48][CH2:49][CH2:50]4)[c:33]4[c:34]([n:35][c:36]3[CH2:37][CH3:38])[n:39]([CH2:42][CH3:43])[n:40][cH:41]4)[cH:24][cH:25][cH:26]2)[cH:7][c:8]1-[c:9]1[cH:10][c:11]([CH2:15][N:52]2[CH:51]3[CH2:56][NH:55][CH:54]([CH2:53]2)[CH2:57]3)[cH:12][cH:13][cH:14]1.